Dataset: the Open Reaction Database (ORD), a public repository of structured organic reaction records. Task: describe an organic reaction: reactants, conditions, products, and yield Starting materials: amine, C1(C=2C(C(=O)O1)=CC=CC2)=O (phthalic anhydride), amine, C(CCC)N (n-Butyl amine). Run in ClCCl (dichloromethane). Reaction conditions: time 10 minute. The product is C(C=1C(C(=O)N)=CC=CC1)(=O)[O-].[NH4+] (Ammonium Phthalamate). Yield: 72.1%. Reaction SMILES: [C:1]1(=[O:11])[O:6][C:4](=[O:5])[C:3]2=[CH:7][CH:8]=[CH:9][CH:10]=[C:2]12.C([NH2:16])CCC>ClCCl>[C:1]([O-:6])(=[O:11])[C:2]1[C:3](=[CH:7][CH:8]=[CH:9][CH:10]=1)[C:4]([NH2:16])=[O:5].[NH4+:16] |f:3.4|. Procedure details: A heterogenous mixture of phthalic anhydride (10.0 g, 67.5 mmol) and 100 mL of dichloromethane was cooled in an ice bath. n-Butyl amine (12.345 g, 168.78 mmol) was added dropwise. The temperature was not allowed to rise above 15° C. during the addition. When a small amount of the amine had been added a homogenous solution resulted. After a short time, a white precipitate formed. As more amine was added, the precipitate redissolved and a solution again formed. Upon completion of the addition the ...